This data is from the Open Reaction Database (ORD), a public repository of structured organic reaction records. The task is: describe an organic reaction: reactants, conditions, products, and yield The reactants are O (water), COC1=CC2=C(NC(CO2)=O)C=C1 (7-Methoxy-4H-benzo[1,4]oxazin-3-one), CI (methyl iodide), [H-].[Na+] (Sodium hydride). The solvent is CN(C)C=O (DMF). Run at temperature 0 celsius, time 2.5 hour. Product: COC1=CC2=C(N(C(CO2)=O)C)C=C1 (7-Methoxy-4-methyl-4H-benzo[1,4]oxazin-3-one). Isolated yield 104.1%. As a reaction SMILES: [CH3:1][O:2][C:3]1[CH:13]=[CH:12][C:6]2[NH:7][C:8](=[O:11])[CH2:9][O:10][C:5]=2[CH:4]=1.[H-].[Na+].[CH3:16]I.O>CN(C=O)C>[CH3:1][O:2][C:3]1[CH:13]=[CH:12][C:6]2[N:7]([CH3:16])[C:8](=[O:11])[CH2:9][O:10][C:5]=2[CH:4]=1 |f:1.2|. Procedure: 7-Methoxy-4H-benzo[1,4]oxazin-3-one (11.61 g, 0.065 mol) in 100 mL dry DMF was stirred at 0° C. under nitrogen. Sodium hydride (60%, 2.85 g, 0.072 mol) was added in portions over 30 minutes, after which methyl iodide (4.44 mL, 0.071 mol) was added dropwise. The reaction mixture was stirred at 0° C. for 2.5 hours, then poured into 1400 mL water. The resulting aqueous mixture was extracted four times with 400 mL EtOAc, and the combined organic layers were washed with water, then brine, dried (MgSO...